This data is from the Open Reaction Database (ORD), a public repository of structured organic reaction records. The task is: describe an organic reaction: reactants, conditions, products, and yield Reactants: [BH3-]C#N, CN, CC(=O)O, CO, O=Cc1cccc(COc2nc(Cl)cnc2NS(=O)(=O)c2cccc(Cl)c2Cl)c1, [Na+], C1CCOC1, O. The product is CNCc1cccc(COc2nc(Cl)cnc2NS(=O)(=O)c2cccc(Cl)c2Cl)c1. As a reaction SMILES: [C:36](#[N:37])[BH3-:38].[CH3:30][NH2:31].[CH3:32][C:33](=[O:34])[OH:35].[CH3:45][OH:46].[Cl:1][c:2]1[c:3]([S:9](=[O:10])(=[O:11])[NH:12][c:13]2[n:14][cH:15][c:16]([Cl:29])[n:17][c:18]2[O:19][CH2:20][c:21]2[cH:22][c:23]([CH:27]=[O:28])[cH:24][cH:25][cH:26]2)[cH:4][cH:5][cH:6][c:7]1[Cl:8].[Na+:39].[O:40]1[CH2:41][CH2:42][CH2:43][CH2:44]1.[OH2:47]>>[Cl:1][c:2]1[c:3]([S:9](=[O:10])(=[O:11])[NH:12][c:13]2[n:14][cH:15][c:16]([Cl:29])[n:17][c:18]2[O:19][CH2:20][c:21]2[cH:22][c:23]([CH2:27][NH:37][CH3:36])[cH:24][cH:25][cH:26]2)[cH:4][cH:5][cH:6][c:7]1[Cl:8].